From a dataset of the Open Reaction Database (ORD), a public repository of structured organic reaction records. describe an organic reaction: reactants, conditions, products, and yield The reactants are CC1=C(C2=C(N(C=N2)CC2=CC=NC=C2)C=C1)[N+](=O)[O-] (5-Methyl-4-nitro-1-(pyridin-4-yl)methyl-1H-benzimidazole), C(C)(=O)O (acetic acid). The reagents and catalysts are [Fe] (iron). Solvent: C(Cl)Cl.CO (methylene chloride methanol). Run at temperature 50 celsius, time 15 minute. Yields the product CC1=C(C2=C(N(C=N2)CC2=CC=NC=C2)C=C1)N (5-Methyl-1-(pyridin-4-yl)methyl-1H-benzimidazol-4-ylamine). As a reaction SMILES: [CH3:1][C:2]1[CH:17]=[CH:16][C:5]2[N:6]([CH2:9][C:10]3[CH:15]=[CH:14][N:13]=[CH:12][CH:11]=3)[CH:7]=[N:8][C:4]=2[C:3]=1[N+:18]([O-])=O.C(O)(=O)C>C(Cl)Cl.CO.[Fe]>[CH3:1][C:2]1[CH:17]=[CH:16][C:5]2[N:6]([CH2:9][C:10]3[CH:11]=[CH:12][N:13]=[CH:14][CH:15]=3)[CH:7]=[N:8][C:4]=2[C:3]=1[NH2:18] |f:2.3|. Procedure: A 200-mL round-bottomed flask equipped with mechanical stirrer was charged with 5-Methyl-4-nitro-1-(pyridin-4-yl)methyl-1H-benzimidazole (881 mg, 3.46 mmol), iron powder (−325 mesh, 3.87 g, 6.92 mmol) and acetic acid (50 mL), and the resulting mixture stirred at 50° C. for 15 min. After this time the reaction was cooled to room temperature, diluted with 1:1 methylene chloride/methanol (1 L) and filtered through a pad of Celite 521. After washing the filter cake with 1:1 methylene chloride/methan... The reactants are COCC1(CCNCC1)N(C(CC)=O)C1=CC=CC=C1 (N-[4-(methoxymethyl)-4-piperidinyl]-N-phenylpropanamide), CC1=CC=C(C=C1)S(=O)(=O)OCCC=1OC=CC1 ([2-(2-furanyl)ethyl] 4-methylbenzenesulfonate), C([O-])([O-])=O.[Na+].[Na+] (sodium carbonate). The solvent is CC(CC(C)=O)C (4-methyl-2-pentanone). Yields the product C(C(=O)O)(=O)O.O1C(=CC=C1)CCN1CCC(CC1)(COC)N(C(CC)=O)C1=CC=CC=C1 (N-{1-[2-(2-furanyl)ethyl]-4-(methoxymethyl)-4-piperidinyl}-N-phenylpropanamide ethanedioate). Isolated yield 39.1%. Reaction SMILES: [C:1](=[O:4])([O-:3])[O-].[Na+].[Na+].[CH3:7][O:8][CH2:9][C:10]1([N:16]([C:21]2[CH:26]=[CH:25][CH:24]=[CH:23][CH:22]=2)[C:17](=[O:20])[CH2:18][CH3:19])[CH2:15][CH2:14][NH:13][CH2:12][CH2:11]1.CC1C=CC(S(O[CH2:38][CH2:39][C:40]2[O:41][CH:42]=[CH:43][CH:44]=2)(=O)=[O:35])=CC=1>CC(C)CC(=O)C>[C:17]([OH:20])(=[O:35])[C:1]([OH:3])=[O:4].[O:41]1[CH:42]=[CH:43][CH:44]=[C:40]1[CH2:39][CH2:38][N:13]1[CH2:14][CH2:15][C:10]([N:16]([C:21]2[CH:22]=[CH:23][CH:24]=[CH:25][CH:26]=2)[C:17](=[O:20])[CH2:18][CH3:19])([CH2:9][O:8][CH3:7])[CH2:11][CH2:12]1 |f:0.1.2,6.7|. Procedure: To a stirred and refluxing mixture of 9.5 parts of sodium carbonate and 240 parts of 4-methyl-2-pentanone are added 8.3 parts of N-[4-(methoxymethyl)-4-piperidinyl]-N-phenylpropanamide and 9.6 parts of [2-(2-furanyl)ethyl] 4-methylbenzenesulfonate (water-separator). The whole is stirred and refluxed for 21 hours. The reaction mixture is cooled to room temperature and poured onto water. The organic phase is separated, washed with water, dried, filtered and evaporated. The oily residue is purified...